Dataset: the Open Reaction Database (ORD), a public repository of structured organic reaction records. Task: describe an organic reaction: reactants, conditions, products, and yield The reactants are [N+](=[N-])=C (diazomethane), O=C1C2CC3(CC(CC1C3)C2)NC(C)=O (N-(4-oxoadamantan-1-yl)acetamide), [OH-].[K+] (KOH). Run in CO (MeOH), CO (MeOH), O (water). Yields the product O=C1C2CC3(CC(CC(C1)C3)C2)NC(C)=O (N-(4-oxotricyclo[4.3.1.13,8]undecan-1-yl)acetamide). Yield: 90.6%. As a reaction SMILES: [N+](=[CH2:3])=[N-].[O:4]=[C:5]1[CH:12]2[CH2:13][C:8]3([NH:15][C:16](=[O:18])[CH3:17])[CH2:9][CH:10]([CH2:14][CH:6]1[CH2:7]3)[CH2:11]2.[OH-].[K+]>CO.O>[O:4]=[C:5]1[CH2:3][CH:12]2[CH2:13][C:8]3([NH:15][C:16](=[O:18])[CH3:17])[CH2:9][CH:10]([CH2:14][CH:6]1[CH2:7]3)[CH2:11]2 |f:2.3|. Procedure details: A solution of diazomethane (Diazald, 2.70 g) in MeOH (15 mL) was added dropwise to a mixture of ketone 1A (997 mg) and KOH (3.81 g) in MeOH (10 mL) and water (1.8 mL) at 0° C. over a period of 1.5 h. The reaction mixture was allowed to warm to rt and was maintained for 16 h. The resulting suspension was concentrated and was diluted with water (50 mL). The resulting aqueous suspension was extracted with ether (1×), then with DCM (2×), and the combined organic layers were dried (Na2SO4) and concen... Starting materials: O (water), C(C)(=O)N1CCN(CC1)C1=NC(=CC=C1)F (1-acetyl-4-(6-fluoropyridin-2-yl)piperazine), [OH-].[Na+] (sodium hydroxide), O (water). Run in CO (methanol). The product is FC1=CC=CC(=N1)N1CCNCC1 (1-(6-Fluoropyridin-2-yl)piperazine). Isolated yield 103.0%. As a reaction SMILES: C([N:4]1[CH2:9][CH2:8][N:7]([C:10]2[CH:15]=[CH:14][CH:13]=[C:12]([F:16])[N:11]=2)[CH2:6][CH2:5]1)(=O)C.[OH-].[Na+].O>CO>[F:16][C:12]1[N:11]=[C:10]([N:7]2[CH2:8][CH2:9][NH:4][CH2:5][CH2:6]2)[CH:15]=[CH:14][CH:13]=1 |f:1.2|. Reported procedure: A solution of 1-acetyl-4-(6-fluoropyridin-2-yl)piperazine (5.5 g) and sodium hydroxide (3.0 g) in methanol (30 ml)—water (30 ml) was refluxed under heating for 5 hr. The reaction mixture was poured into water and extracted with ethyl acetate. The solvent was evaporated to give the title compound (4.6 g) as a pale-yellow oil.